Dataset: the Open Reaction Database (ORD), a public repository of structured organic reaction records. Task: describe an organic reaction: reactants, conditions, products, and yield Reactants: CON(C(=O)C1=NN(C=C1Cl)C(F)F)C (4-chloro-1-difluoromethyl-1H-pyrazole-3-carboxylic acid methoxy-methyl-amide), [H-].[H-].[H-].[H-].[Li+].[Al+3] (LiAlH4). Solvent: C1CCOC1 (THF). Conditions: time 30 minute. Yields the product ClC=1C(=NN(C1)C(F)F)C=O (4-Chloro-1-difluoromethyl-1H-pyrazole-3-carbaldehyde). The yield is 57.8%. Reaction SMILES: CON(C)[C:4]([C:6]1[C:10]([Cl:11])=[CH:9][N:8]([CH:12]([F:14])[F:13])[N:7]=1)=[O:5].[H-].[H-].[H-].[H-].[Li+].[Al+3]>C1COCC1>[Cl:11][C:10]1[C:6]([CH:4]=[O:5])=[N:7][N:8]([CH:12]([F:13])[F:14])[CH:9]=1 |f:1.2.3.4.5.6|. Reported procedure: To a solution of 4-chloro-1-difluoromethyl-1H-pyrazole-3-carboxylic acid methoxy-methyl-amide (164 mg, 0.68 mmole) in THF (5 ml) was added at 0° C. a solution of LiAlH4 (1M in THF, 0.35 ml) and stirring was continued for 30 min. The mixture was quenched at −15° C. with saturated aqueous KHSO4, extracted with diethyl ether, the organic layer was dried, evaporated and the residue purified by chromatography on silica gel using cyclohexane/AcOEt (4:1) to give the title compound (71 mg) as a pale yel... Reaction SMILES: [CH2:1]([CH3:2])[O:3][C:4]([CH:5]([CH2:6][CH2:7][CH2:8][CH2:9][CH3:10])[S:11][c:12]1[cH:13][cH:14][c:15]([O:18][CH3:19])[cH:16][cH:17]1)=[O:20].[CH3:21][OH:22].[Na+:24].[OH-:23]>>[O:3]=[C:4]([CH:5]([CH2:6][CH2:7][CH2:8][CH2:9][CH3:10])[S:11][c:12]1[cH:13][cH:14][c:15]([O:18][CH3:19])[cH:16][cH:17]1)[OH:20]. The reactants are CCCCCC(Sc1ccc(OC)cc1)C(=O)OCC, CO, [Na+], [OH-]. The product is CCCCCC(Sc1ccc(OC)cc1)C(=O)O. Reactants: C[O-], CN(C)C=O, CO, CCOC(C)=O, N#Cc1c(N)cccc1F, [Na+]. Product: COc1cccc(N)c1C#N. RXN SMILES: [CH3:11][O-:12].[CH3:14][N:15]([CH3:16])[CH:17]=[O:18].[CH3:19][OH:20].[CH3:21][CH2:22][O:23][C:24](=[O:25])[CH3:26].[NH2:1][c:2]1[c:3]([C:4]#[N:5])[c:6]([F:10])[cH:7][cH:8][cH:9]1.[Na+:13]>>[NH2:1][c:2]1[c:3]([C:4]#[N:5])[c:6]([O:12][CH3:11])[cH:7][cH:8][cH:9]1. The reactants are Cl, CCOC(=O)c1ccc2nc3c(c(=O)n2c1)CSC3. The product is O=C(O)c1ccc2nc3c(c(=O)n2c1)CSC3. Reaction SMILES: [ClH:20].[O:1]=[c:2]1[c:3]2[c:4]([n:5][c:6]3[n:7]1[cH:8][c:9]([C:12](=[O:13])[O:14][CH2:15][CH3:16])[cH:10][cH:11]3)[CH2:17][S:18][CH2:19]2>>[O:1]=[c:2]1[c:3]2[c:4]([n:5][c:6]3[n:7]1[cH:8][c:9]([C:12](=[O:13])[OH:14])[cH:10][cH:11]3)[CH2:17][S:18][CH2:19]2. The solvent is C1(=CC=CC=C1)OC1=CC=CC=C1 (diphenyl ether). The reactants are CC1(OC(C(C(O1)=O)=CNC1=CC=NC=C1)=O)C (2,2-dimethyl-5-((pyridin-4-ylamino)methylene)-1,3-dioxane-4,6-dione), CCCCCC (Hexane). Yields the product N1=CC=C(C2=CN=CC=C12)O (1,6-naphthyridin-4-ol). Reaction SMILES: CC1(C)O[C:6](=[O:8])[C:5](=[CH:9][NH:10][C:11]2[CH:16]=[CH:15][N:14]=[CH:13][CH:12]=2)C(=O)O1.CCCCCC>C1(OC2C=CC=CC=2)C=CC=CC=1>[N:10]1[C:11]2[C:12](=[CH:13][N:14]=[CH:15][CH:16]=2)[C:6]([OH:8])=[CH:5][CH:9]=1. Reported procedure: A solution of 2,2-dimethyl-5-((pyridin-4-ylamino)methylene)-1,3-dioxane-4,6-dione (1.149 g, 4.63 mmol) in diphenyl ether was heated at 200° C. for 20 min, then cooled to RT. Hexane was added and the mixture was stirred at RT for 30 mins. The solid was filtered off and washed with hexane to furnish 1,6-naphthyridin-4-ol as an off-brown solid. Conditions: time 30 minute. The reactants are BrCc1cccs1, COCc1nc(C)[nH]c(=O)c1Cc1ccc(-c2ccccc2C#N)cc1, CN(C)C=O, CCOC(C)=O, [H-], [Na+]. Product: COCc1nc(C)n(Cc2cccs2)c(=O)c1Cc1ccc(-c2ccccc2C#N)cc1. As a reaction SMILES: [Br:34][CH2:35][c:36]1[s:37][cH:38][cH:39][cH:40]1.[CH3:1][O:2][CH2:3][c:4]1[n:5][c:6]([CH3:26])[nH:7][c:8](=[O:25])[c:9]1[CH2:10][c:11]1[cH:12][cH:13][c:14](-[c:17]2[c:18]([C:23]#[N:24])[cH:19][cH:20][cH:21][cH:22]2)[cH:15][cH:16]1.[CH3:29][N:30]([CH3:31])[CH:32]=[O:33].[CH3:41][CH2:42][O:43][C:44](=[O:45])[CH3:46].[H-:27].[Na+:28]>>[CH3:1][O:2][CH2:3][c:4]1[n:5][c:6]([CH3:26])[n:7]([CH2:35][c:36]2[s:37][cH:38][cH:39][cH:40]2)[c:8](=[O:25])[c:9]1[CH2:10][c:11]1[cH:12][cH:13][c:14](-[c:17]2[c:18]([C:23]#[N:24])[cH:19][cH:20][cH:21][cH:22]2)[cH:15][cH:16]1.